From a dataset of the Open Reaction Database (ORD), a public repository of structured organic reaction records. describe an organic reaction: reactants, conditions, products, and yield The reactants are C1COCCO1, O=[Se]=O, Cc1nc2ccccc2n1-c1ccccc1. Yields the product O=Cc1nc2ccccc2n1-c1ccccc1. Reaction SMILES: [O:20]1[CH2:21][CH2:22][O:23][CH2:24][CH2:25]1.[Se:17](=[O:18])=[O:19].[c:1]1(-[n:7]2[c:8]([CH3:16])[n:9][c:10]3[c:11]2[cH:12][cH:13][cH:14][cH:15]3)[cH:2][cH:3][cH:4][cH:5][cH:6]1>>[c:1]1(-[n:7]2[c:8]([CH:16]=[O:18])[n:9][c:10]3[c:11]2[cH:12][cH:13][cH:14][cH:15]3)[cH:2][cH:3][cH:4][cH:5][cH:6]1.